The task is: describe an organic reaction: reactants, conditions, products, and yield. This data is from the Open Reaction Database (ORD), a public repository of structured organic reaction records. Reactants: CC(=O)O[BH-](OC(C)=O)OC(C)=O, [Cl-], [Cl-], [Cl-], [Cl-], Nc1cnc(Cl)nc1Cl, ClCCl, [Na+], O=CC1CCOC1, O, [Ti+4]. The product is Clc1ncc(NCC2CCOC2)c(Cl)n1. Reaction SMILES: [C:17]([O:18][BH-:19]([O:20][C:21](=[O:22])[CH3:23])[O:24][C:25](=[O:26])[CH3:27])(=[O:28])[CH3:29].[Cl-:35].[Cl-:36].[Cl-:37].[Cl-:38].[Cl:1][c:2]1[n:3][cH:4][c:5]([NH2:9])[c:6]([Cl:8])[n:7]1.[Cl:31][CH2:32][Cl:33].[Na+:30].[O:10]1[CH2:11][CH:12]([CH:15]=[O:16])[CH2:13][CH2:14]1.[OH2:34].[Ti+4:39]>>[Cl:1][c:2]1[n:3][cH:4][c:5]([NH:9][CH2:15][CH:12]2[CH2:11][O:10][CH2:14][CH2:13]2)[c:6]([Cl:8])[n:7]1. Reactants: Cl (hydrochloric acid), C(O)([O-])=O.[Na+] (sodium hydrogen carbonate), C(#N)C1=C(SC=C1)C1=C(C(=O)O)C=C(C(N1)=O)C1=CC=CC=C1 (2-(3-cyano-2-thienyl)-1,6-dihydro-6-oxo-5-phenylnicotinic acid). Reagents/catalysts: [Pd] (palladium/carbon). Solvent: O (water), CO (methanol). Run at time 45 minute. Yields the product NC1C2=C(C=3N1C(C(=CC3C(=O)O)C3=CC=CC=C3)=O)SC=C2 (4-amino-4,6-dihydro-6-oxo-7-phenylthieno[2',3':3,4]pyrrolo[1,2-a]pyridine-9-carboxylic acid). The yield is 100.5%. RXN SMILES: [C:1]([C:3]1[CH:7]=[CH:6][S:5][C:4]=1[C:8]1[NH:16][C:15](=[O:17])[C:14]([C:18]2[CH:23]=[CH:22][CH:21]=[CH:20][CH:19]=2)=[CH:13][C:9]=1[C:10]([OH:12])=[O:11])#[N:2].C(=O)([O-])O.[Na+].Cl>CO.O.[Pd]>[NH2:2][CH:1]1[N:16]2[C:15](=[O:17])[C:14]([C:18]3[CH:23]=[CH:22][CH:21]=[CH:20][CH:19]=3)=[CH:13][C:9]([C:10]([OH:12])=[O:11])=[C:8]2[C:4]2[S:5][CH:6]=[CH:7][C:3]1=2 |f:1.2|. Procedure: A suspension of 45.4 g of 2-(3-cyano-2-thienyl)-1,6-dihydro-6-oxo-5-phenylnicotinic acid in 850 ml of methanol was treated with a solution of 59.2 g of sodium hydrogen carbonate in 280 ml of water, whereupon the mixture was stirred for 45 minutes. 2.27 g of 10 percent palladium/carbon were then added thereto and the mixture was hydrogenated at room temperature. After completion of the reaction the mixture was acidified with 400 ml of 2N hydrochloric acid, the catalyst was filtered off and the fi...